Dataset: the Open Reaction Database (ORD), a public repository of structured organic reaction records. Task: describe an organic reaction: reactants, conditions, products, and yield Starting materials: C1CCOC1, COC=CC=C(C(=O)OC)C(=O)OC, NC1CCc2ccccc21. Product: COC(=O)C(=CC=CNC1CCc2ccccc21)C(=O)OC. As a reaction SMILES: [CH2:25]1[O:26][CH2:27][CH2:28][CH2:29]1.[CH3:11][O:12][CH:13]=[CH:14][CH:15]=[C:16]([C:17](=[O:18])[O:19][CH3:20])[C:21](=[O:22])[O:23][CH3:24].[CH:1]1([NH2:10])[CH2:2][CH2:3][c:4]2[cH:5][cH:6][cH:7][cH:8][c:9]21>>[CH:1]1([NH:10][CH:13]=[CH:14][CH:15]=[C:16]([C:17](=[O:18])[O:19][CH3:20])[C:21](=[O:22])[O:23][CH3:24])[CH2:2][CH2:3][c:4]2[cH:5][cH:6][cH:7][cH:8][c:9]21. Reactants: C(C1=CC=CC=C1)N(CC(COC1=CC=C(C=C1)OCC1=CC=CC=C1)O)C1CN(C1)S(=O)(=O)C1=CC=C(C=C1)NCCCC (1-{benzyl-[1-(4-butylamino-benzenesulfonyl)-azetidin-3-yl]amino}-3-(4-benzyloxy-phenoxy)-propan-2-ol), BrCC(=O)OC (methyl bromoacetate), C([O-])([O-])=O.[K+].[K+] (potassium carbonate). Solvent: CN1CCCN(C1=O)C (N,N′-dimethylpropyleneurea), O (water). Conditions: temperature 50 celsius, time 2 day. Yields the product COC(CN(CCCC)C1=CC=C(C=C1)S(=O)(=O)N1CC(C1)N(CC(COC1=CC=C(C=C1)OCC1=CC=CC=C1)O)CC1=CC=CC=C1)=O ({[4-(3-{Benzyl-[3-(4-benzyloxy-phenoxy)-2-hydroxy-propyl]-amino}-azetidine-1-sulfonyl)-phenyl]-butyl-amino}-acetic Acid Methyl Ester). The yield is 47.5%. As a reaction SMILES: [CH2:1]([N:8]([CH:28]1[CH2:31][N:30]([S:32]([C:35]2[CH:40]=[CH:39][C:38]([NH:41][CH2:42][CH2:43][CH2:44][CH3:45])=[CH:37][CH:36]=2)(=[O:34])=[O:33])[CH2:29]1)[CH2:9][CH:10]([OH:27])[CH2:11][O:12][C:13]1[CH:18]=[CH:17][C:16]([O:19][CH2:20][C:21]2[CH:26]=[CH:25][CH:24]=[CH:23][CH:22]=2)=[CH:15][CH:14]=1)[C:2]1[CH:7]=[CH:6][CH:5]=[CH:4][CH:3]=1.Br[CH2:47][C:48]([O:50][CH3:51])=[O:49].C(=O)([O-])[O-].[K+].[K+]>CN1C(=O)N(C)CCC1.O>[CH3:51][O:50][C:48](=[O:49])[CH2:47][N:41]([C:38]1[CH:37]=[CH:36][C:35]([S:32]([N:30]2[CH2:29][CH:28]([N:8]([CH2:1][C:2]3[CH:7]=[CH:6][CH:5]=[CH:4][CH:3]=3)[CH2:9][CH:10]([OH:27])[CH2:11][O:12][C:13]3[CH:14]=[CH:15][C:16]([O:19][CH2:20][C:21]4[CH:26]=[CH:25][CH:24]=[CH:23][CH:22]=4)=[CH:17][CH:18]=3)[CH2:31]2)(=[O:34])=[O:33])=[CH:40][CH:39]=1)[CH2:42][CH2:43][CH2:44][CH3:45] |f:2.3.4|. Procedure: To a solution of 1-{benzyl-[1-(4-butylamino-benzenesulfonyl)-azetidin-3-yl]amino}-3-(4-benzyloxy-phenoxy)-propan-2-ol (0.10 g, 0.15 mmol) in N,N′-dimethylpropyleneurea (1 ml) was added methyl bromoacetate (46 mg, 0.3 mmol) and potassium carbonate (28 mg, 0.2 mmol), and the mixture was stirred at 50° C. for 2 days. It was then cooled to room temperature and diluted with water (20 ml). The aqueous phase was removed, and the residue dissolved in ethyl acetate (20 ml). The organic solution was washe... Starting materials: C1(CCCC1)N1N=C(C(=C1N)C(=O)N)CC (1-cyclopentyl-3-ethyl-5-amino-1H-pyrazole-4-carboxamide), Cl (HCl), [Na] (sodium), C1(=CC=CC=C1)CC(=O)OCC (ethyl phenylacetate). The solvent is C(C)O (ethanol), O (water). Product: C1(CCCC1)N1NC(=C2C1=NC(=NC2=O)CC2=CC=CC=C2)CC (1-cyclopentyl-3-ethyl-6-(phenylmethyl)-pyrazolo[3,4-d]pyrimidin-4-one). The yield is 191.4%. RXN SMILES: [Na].[CH:2]1([N:7]2[C:11]([NH2:12])=[C:10]([C:13]([NH2:15])=[O:14])[C:9]([CH2:16][CH3:17])=[N:8]2)[CH2:6][CH2:5][CH2:4][CH2:3]1.[C:18]1([CH2:24][C:25](OCC)=O)[CH:23]=[CH:22][CH:21]=[CH:20][CH:19]=1.Cl>C(O)C.O>[CH:2]1([N:7]2[C:11]3=[N:12][C:25]([CH2:24][C:18]4[CH:23]=[CH:22][CH:21]=[CH:20][CH:19]=4)=[N:15][C:13](=[O:14])[C:10]3=[C:9]([CH2:16][CH3:17])[NH:8]2)[CH2:3][CH2:4][CH2:5][CH2:6]1 |^1:0|. Reported procedure: Alternatively, the product can be prepared as follows: sodium (2.12 g) was dissolved in ethanol (145 ml) and then 1-cyclopentyl-3-ethyl-5-amino-1H-pyrazole-4-carboxamide (10 g, 45 mmol), followed by ethyl phenylacetate (2.8 g) were added and the reaction mixture was refluxed overnight. The reaction mixture was cooled to room temperature, stripped and then water, followed by 2 N HCl were added to the residue. The product was collected by filtration and recrystallized from ethyl acetate to afford ... Reactants: COC1=C(CN(C([C@H](CC2=CC3=CC=CC=C3C=C2)N(C(=O)OC(C)(C)C)CC=C)=O)C)C=CC=C1 ((S)-N-(2-methoxybenzyl)-N-methyl-2-[N'-(t-butoxycarbonyl)-allylamino]-3-(naphth-2-yl)-propionamide), C([O-])(O)=O.[Na+] (sodium bicarbonate), C(C)(=O)[O-].C(C)(=O)[O-].C(C)(=O)[O-].C(C)(=O)[O-].[Pb+4] (lead tetraacetate), C[N+]1(CCOCC1)[O-] (N-methylmorpholine-N-oxide), S([O-])(O)=O.[Na+] (sodium bisulfite). The reagents and catalysts are [Os](=O)(=O)(=O)=O (osmium tetraoxide). The solvent is C(Cl)(Cl)Cl (chloroform), O (water), CC(=O)C (acetone). Conditions: time 30 minute. The product is COC1=C(CN(C([C@H](CC2=CC3=CC=CC=C3C=C2)N(C(=O)OC(C)(C)C)CC=O)=O)C)C=CC=C1 ((S)-N-(2-Methoxybenzyl)-N-methyl-2-[N'-(t-butoxycarbonyl)-2-oxo-ethylamino]-3-(naphth-2-yl)-propionamide). RXN SMILES: [CH3:1][O:2][C:3]1[CH:36]=[CH:35][CH:34]=[CH:33][C:4]=1[CH2:5][N:6]([CH3:32])[C:7](=[O:31])[C@@H:8]([N:20]([CH2:28][CH:29]=C)[C:21]([O:23][C:24]([CH3:27])([CH3:26])[CH3:25])=[O:22])[CH2:9][C:10]1[CH:19]=[CH:18][C:17]2[C:12](=[CH:13][CH:14]=[CH:15][CH:16]=2)[CH:11]=1.C[N+]1([O-])CC[O:41]CC1.S(=O)(O)[O-].[Na+].C([O-])(=O)C.C([O-])(=O)C.C([O-])(=O)C.C([O-])(=O)C.[Pb+4].C(=O)(O)[O-].[Na+]>C(Cl)(Cl)Cl.[Os](=O)(=O)(=O)=O.O.CC(C)=O>[CH3:1][O:2][C:3]1[CH:36]=[CH:35][CH:34]=[CH:33][C:4]=1[CH2:5][N:6]([CH3:32])[C:7](=[O:31])[C@@H:8]([N:20]([CH2:28][CH:29]=[O:41])[C:21]([O:23][C:24]([CH3:27])([CH3:25])[CH3:26])=[O:22])[CH2:9][C:10]1[CH:19]=[CH:18][C:17]2[C:12](=[CH:13][CH:14]=[CH:15][CH:16]=2)[CH:11]=1 |f:2.3,4.5.6.7.8,9.10|. Reported procedure: Combine (S)-N-(2-methoxybenzyl)-N-methyl-2-[N'-(t-butoxycarbonyl)-allylamino]-3-(naphth-2-yl)-propionamide (0.46 g, 0.96 mmol), N-methylmorpholine-N-oxide (0.12 g, 1.06 mmol), acetone (20 mL), and water (10 mL). Add osmium tetraoxide (0.50 mL, 0.04M in THF, 0.02 mmol) and stir under an inert atmosphere for 18 hours. Pour the reaction mixture into a saturated solution of sodium bisulfite and extract the intermediate diol into ethyl acetate. Dry the separated organic layer over MgSO4, filter, and ... The reactants are O=C(Cl)OCc1ccccc1, NC(CC1CCCCC1)C(=O)O, Cl, [Na+], C1CCOC1, [OH-]. Product: O=C(NC(CC1CCCCC1)C(=O)O)OCc1ccccc1. As a reaction SMILES: [CH2:14]([c:15]1[cH:16][cH:17][cH:18][cH:19][cH:20]1)[O:21][C:22](=[O:23])[Cl:24].[CH:1]1([CH2:7][CH:8]([NH2:9])[C:10](=[O:11])[OH:12])[CH2:2][CH2:3][CH2:4][CH2:5][CH2:6]1.[ClH:13].[Na+:26].[O:27]1[CH2:28][CH2:29][CH2:30][CH2:31]1.[OH-:25]>>[CH:1]1([CH2:7][CH:8]([NH:9][C:22]([O:21][CH2:14][c:15]2[cH:16][cH:17][cH:18][cH:19][cH:20]2)=[O:23])[C:10](=[O:11])[OH:12])[CH2:2][CH2:3][CH2:4][CH2:5][CH2:6]1. The reactants are C(C)(=O)O (acetic acid), compound, COC(CCCCCC1=CC=C(C=C1)C#N)=O (6-(p-Cyanophenyl)hexanoic acid methyl ester), chromic anhydride, C(C)(=O)O (acetic acid). Solvent: O (water), C(C)(=O)OCC (ethyl acetate). Conditions: time 17.5 hour. The product is COC(CCCCC(C1=CC=C(C=C1)C#N)=O)=O (5-(4-Cyanobenzoyl)pentanoic acid methyl ester). The yield is 11.0%. RXN SMILES: [CH3:1][O:2][C:3](=[O:17])[CH2:4][CH2:5][CH2:6][CH2:7][CH2:8][C:9]1[CH:14]=[CH:13][C:12]([C:15]#[N:16])=[CH:11][CH:10]=1.C(O)(=[O:20])C>O.C(OCC)(=O)C>[CH3:1][O:2][C:3](=[O:17])[CH2:4][CH2:5][CH2:6][CH2:7][C:8](=[O:20])[C:9]1[CH:10]=[CH:11][C:12]([C:15]#[N:16])=[CH:13][CH:14]=1. Procedure: The compound (620 mg) obtained in the above (1) is dissolved in a mixture of acetic acid (30 ml) and water (5 ml), and thereto is added chromic anhydride (1.3 g)/acetic acid (2 ml), and the mixture is stirred at room temperature for 17.5 hours. The mixture is diluted with ethyl acetate, and washed with a saturated aqueous sodium hydrogen carbonate solution, and purified by silica gel column chromatography (n-hexane/ethyl acetate=5:1→2:1) to give the title compound (70 mg, 11%), and the starting ... The reactants are CC(C)=O, Cl, Cl, CCOC(=O)CCc1ccccc1OCC(O)CNC(C)C. Product: Cl, CC(C)NCC(O)COc1ccccc1CCC(=O)O. RXN SMILES: [CH3:25][C:26](=[O:27])[CH3:28].[ClH:1].[ClH:24].[OH:2][CH:3]([CH2:4][O:5][c:6]1[c:7]([CH2:12][CH2:13][C:14](=[O:15])[O:16][CH2:17][CH3:18])[cH:8][cH:9][cH:10][cH:11]1)[CH2:19][NH:20][CH:21]([CH3:22])[CH3:23]>>[ClH:1].[OH:2][CH:3]([CH2:4][O:5][c:6]1[c:7]([CH2:12][CH2:13][C:14](=[O:15])[OH:16])[cH:8][cH:9][cH:10][cH:11]1)[CH2:19][NH:20][CH:21]([CH3:22])[CH3:23].